Dataset: the Open Reaction Database (ORD), a public repository of structured organic reaction records. Task: describe an organic reaction: reactants, conditions, products, and yield The reactants are CC(=O)N(c1ccc(Cl)cc1)C1CC(C)N(C(=O)c2ccc(OCCCN3CCN(C(=O)OC(C)(C)C)CC3)cc2)c2ccccc21, CC(C)(C)OC(=O)N1CCN(CCCCl)CC1, CC(=O)N(c1ccc(Cl)cc1)C1CC(C)N(C(=O)c2ccc(O)cc2)c2ccccc21, [K+], [K+], O=C([O-])[O-], CN(C)C=O. Product: CC(=O)N(c1ccc(Cl)cc1)C1CC(C)N(C(=O)c2ccc(OCCCN3CCNCC3)cc2)c2ccccc21. As a reaction SMILES: [C:1]([O:2][C:3](=[O:4])[N:8]1[CH2:9][CH2:10][N:11]([CH2:14][CH2:15][CH2:16][O:17][c:18]2[cH:19][cH:20][c:21]([C:24](=[O:25])[N:26]3[CH:27]([CH3:47])[CH2:28][CH:29]([N:36]([c:37]4[cH:38][cH:39][c:40]([Cl:43])[cH:41][cH:42]4)[C:44]([CH3:45])=[O:46])[c:30]4[cH:31][cH:32][cH:33][cH:34][c:35]43)[cH:22][cH:23]2)[CH2:12][CH2:13]1)([CH3:5])([CH3:6])[CH3:7].[C:85]([O:86][C:87]([N:88]1[CH2:89][CH2:90][N:91]([CH2:92][CH2:93][CH2:94][Cl:95])[CH2:96][CH2:97]1)=[O:98])([CH3:99])([CH3:100])[CH3:101].[Cl:48][c:49]1[cH:50][cH:51][c:52]([N:53]([CH:54]2[c:55]3[c:56]([cH:57][cH:58][cH:59][cH:60]3)[N:61]([C:62](=[O:63])[c:64]3[cH:65][cH:66][c:67]([OH:68])[cH:69][cH:70]3)[CH:71]([CH3:72])[CH2:73]2)[C:74](=[O:75])[CH3:76])[cH:77][cH:78]1.[K+:79].[K+:80].[O-:81][C:82]([O-:83])=[O:84].[O:102]=[CH:103][N:104]([CH3:105])[CH3:106]>>[NH:8]1[CH2:9][CH2:10][N:11]([CH2:14][CH2:15][CH2:16][O:17][c:18]2[cH:19][cH:20][c:21]([C:24](=[O:25])[N:26]3[CH:27]([CH3:47])[CH2:28][CH:29]([N:36]([c:37]4[cH:38][cH:39][c:40]([Cl:43])[cH:41][cH:42]4)[C:44]([CH3:45])=[O:46])[c:30]4[cH:31][cH:32][cH:33][cH:34][c:35]43)[cH:22][cH:23]2)[CH2:12][CH2:13]1. The reactants are NC1=NC(=C(C(=N1)C=1OC=CC1)C#N)S(=O)C (2-amino-4-furan-2-yl-6-methanesulfinyl-pyrimidine-5-carbonitrile), OCC1=CC=C(C=N1)OC(N(C)C)=O (dimethyl-carbamic acid 6-hydroxymethyl-pyridin-3-yl ester), C1CCC2=NCCCN2CC1 (DBU). Solvent: COCCOC (DME). Yields the product NC1=NC(=C(C(=N1)OCC1=CC=C(C=N1)OC(N(C)C)=O)C#N)C=1OC=CC1 (Dimethyl-carbamic Acid 6-(2-amino-5-cyano-6-furan-2-yl-pyrimidin-4-yloxymethyl)-pyridin-3-yl Ester). As a reaction SMILES: [NH2:1][C:2]1[N:7]=[C:6]([C:8]2[O:9][CH:10]=[CH:11][CH:12]=2)[C:5]([C:13]#[N:14])=[C:4](S(C)=O)[N:3]=1.[OH:18][CH2:19][C:20]1[N:25]=[CH:24][C:23]([O:26][C:27](=[O:31])[N:28]([CH3:30])[CH3:29])=[CH:22][CH:21]=1.C1CCN2C(=NCCC2)CC1>COCCOC>[NH2:1][C:2]1[N:3]=[C:4]([O:18][CH2:19][C:20]2[N:25]=[CH:24][C:23]([O:26][C:27](=[O:31])[N:28]([CH3:29])[CH3:30])=[CH:22][CH:21]=2)[C:5]([C:13]#[N:14])=[C:6]([C:8]2[O:9][CH:10]=[CH:11][CH:12]=2)[N:7]=1. Procedure details: From 2-amino-4-furan-2-yl-6-methanesulfinyl-pyrimidine-5-carbonitrile, dimethyl-carbamic acid 6-hydroxymethyl-pyridin-3-yl ester and DBU in DME. ES-MS m/e (%): 403 (M+Na+, 45), 381 (M+H+, 100). Starting materials: C([O-])([O-])=O.[Cs+].[Cs+] (caesium carbonate), C(=O)(OC(C)(C)C)N1CCC(CC1)CBr (N-Boc-4-(bromomethyl)piperidine), BrC=1C(=C2C=NNC2=CC1)C (5-bromo-4-methyl-1H-indazole). Solvent: C(C)(=O)OCC (ethyl acetate), CN(C)C=O (DMF). Conditions: temperature 60 celsius, time 8 hour. The product is BrC1=C(C2=CN(N=C2C=C1)CC1CCN(CC1)C(=O)OC(C)(C)C)C (Tert-butyl 4-[(5-bromo-4-methyl-2H-indazol-2-yl)methyl]piperidin-1-carboxylate). RXN SMILES: [Br:1][C:2]1[C:3]([CH3:11])=[C:4]2[C:8](=[CH:9][CH:10]=1)[NH:7][N:6]=[CH:5]2.C(=O)([O-])[O-].[Cs+].[Cs+].[C:18]([N:25]1[CH2:30][CH2:29][CH:28]([CH2:31]Br)[CH2:27][CH2:26]1)([O:20][C:21]([CH3:24])([CH3:23])[CH3:22])=[O:19]>CN(C=O)C.C(OCC)(=O)C>[Br:1][C:2]1[CH:10]=[CH:9][C:8]2[C:4](=[CH:5][N:6]([CH2:31][CH:28]3[CH2:29][CH2:30][N:25]([C:18]([O:20][C:21]([CH3:22])([CH3:24])[CH3:23])=[O:19])[CH2:26][CH2:27]3)[N:7]=2)[C:3]=1[CH3:11] |f:1.2.3|. Procedure: 5 g of 5-bromo-4-methyl-1H-indazole was dissolved in 110 ml DMF and treated with 11.5 g of caesium carbonate and 7.9 g of N-Boc-4-(bromomethyl)piperidine. The mixture was stirred for 3 hrs at 60° C. and overnight at RT. The reaction mixture was next diluted with ethyl acetate, and the organic phase was washed twice with water, dried over sodium sulphate, filtered and concentrated. The residue was purified chromatographically on the Biotage SP4 via a 65i-Si column Gradient: hexane/ethyl acetate 0... Starting materials: ClC(Cl)Cl, CC(=O)CC(=O)OCc1ccccc1, O=S(=O)(Cl)Cl. RXN SMILES: [CH:20]([Cl:21])([Cl:22])[Cl:23].[O:1]=[C:2]([CH2:3][C:4](=[O:5])[O:6][CH2:7][c:8]1[cH:9][cH:10][cH:11][cH:12][cH:13]1)[CH3:14].[S:15]([Cl:16])(=[O:17])([Cl:18])=[O:19]>>[O:1]=[C:2]([CH:3]([C:4](=[O:5])[O:6][CH2:7][c:8]1[cH:9][cH:10][cH:11][cH:12][cH:13]1)[Cl:18])[CH3:14]. Yields the product CC(=O)C(Cl)C(=O)OCc1ccccc1. Starting materials: C1CCNC1, ClCCl, CCN(C(C)C)C(C)C, Cc1ccc(C(=O)O)cc1-n1cnc2ccc(OCCCl)cc2c1=O, [N-]=C=O. The product is Cc1ccc(C(=O)O)cc1-n1cnc2ccc(OCCN3CCCC3)cc2c1=O. Reaction SMILES: [CH2:26]1[CH2:27][CH2:28][NH:29][CH2:30]1.[CH2:40]([Cl:41])[Cl:42].[CH:31]([N:32]([CH2:33][CH3:34])[CH:35]([CH3:36])[CH3:37])([CH3:38])[CH3:39].[Cl:1][CH2:2][CH2:3][O:4][c:5]1[cH:6][c:7]2[c:8](=[O:25])[n:9](-[c:15]3[cH:16][c:17]([C:18](=[O:19])[OH:20])[cH:21][cH:22][c:23]3[CH3:24])[cH:10][n:11][c:12]2[cH:13][cH:14]1.[N-:43]=[C:44]=[O:45]>>[CH2:2]([CH2:3][O:4][c:5]1[cH:6][c:7]2[c:8](=[O:25])[n:9](-[c:15]3[cH:16][c:17]([C:18](=[O:19])[OH:20])[cH:21][cH:22][c:23]3[CH3:24])[cH:10][n:11][c:12]2[cH:13][cH:14]1)[N:29]1[CH2:28][CH2:27][CH2:26][CH2:30]1. The reactants are C[O-].[Na+] (Sodium methoxide), Cl.N1=CC=C(C=C1)CCl (4-picolyl chloride hydrochloride), SC(C(=O)O)C (2-mercaptopropionic acid). Solvent: C(C)O (ethanol), C(C)O (ethanol), C(C)O (ethanol). Run at time 10 minute. Product: N1=CC=C(C=C1)CSC(C(=O)[O-])C.[Na+] (Sodium 2-(4-Picolylthio)propionate). As a reaction SMILES: C[O-].[Na+:3].Cl.[N:5]1[CH:10]=[CH:9][C:8]([CH2:11]Cl)=[CH:7][CH:6]=1.[SH:13][CH:14]([CH3:18])[C:15]([OH:17])=[O:16]>C(O)C>[N:5]1[CH:10]=[CH:9][C:8]([CH2:11][S:13][CH:14]([CH3:18])[C:15]([O-:17])=[O:16])=[CH:7][CH:6]=1.[Na+:3] |f:0.1,2.3,6.7|. Reported procedure: Sodium methoxide (5.1 g., 94 mmoles) was dissolved in 50 ml. of absolute ethanol and cooled in an ice bath. A slurry of 4-picolyl chloride hydrochloride (5.0 g., 30.4 mmoles) in 45 ml. of ethanol was added and the chilled reaction mixture stirred for approximately 10 minutes. Finally, 2-mercaptopropionic acid (3.23 g., 30.4 mmoles) dissolved in 5 ml. of ethanol was added over a 10 minute period. The mixture was allowed to warm to room temperature and stirred overnight (approximately 16 hours). T...